Dataset: the Open Reaction Database (ORD), a public repository of structured organic reaction records. Task: describe an organic reaction: reactants, conditions, products, and yield Starting materials: COC1=C(C=CC=C1)N1CC(N(CC1)CC1=CC=CC=C1)C(=O)N (4-(2-methoxyphenyl)-1-(phenylmethyl)-2-piperazinecarboxamide), [H-].[Al+3].[Li+].[H-].[H-].[H-] (lithium aluminum hydride). The product is COC1=C(C=CC=C1)N1CC(N(CC1)CC1=CC=CC=C1)CN (4-(2-Methoxyphenyl)-1-(phenylmethyl)-2-piperazinemethanamine). Reaction SMILES: [CH3:1][O:2][C:3]1[CH:8]=[CH:7][CH:6]=[CH:5][C:4]=1[N:9]1[CH2:14][CH2:13][N:12]([CH2:15][C:16]2[CH:21]=[CH:20][CH:19]=[CH:18][CH:17]=2)[CH:11]([C:22]([NH2:24])=O)[CH2:10]1.[H-].[Al+3].[Li+].[H-].[H-].[H-]>>[CH3:1][O:2][C:3]1[CH:8]=[CH:7][CH:6]=[CH:5][C:4]=1[N:9]1[CH2:14][CH2:13][N:12]([CH2:15][C:16]2[CH:17]=[CH:18][CH:19]=[CH:20][CH:21]=2)[CH:11]([CH2:22][NH2:24])[CH2:10]1 |f:1.2.3.4.5.6|. Procedure: In a manner similar to Preparation 2, react 4-(2-methoxyphenyl)-1-(phenylmethyl)-2-piperazinecarboxamide (4.0 g, 16.6 mmol) with lithium aluminum hydride (1.0 g, 26 mmol) to give the title compound.